Dataset: the Open Reaction Database (ORD), a public repository of structured organic reaction records. Task: describe an organic reaction: reactants, conditions, products, and yield The reactants are ClC=1C=C(C=CC1O)NC1=NC=NC2=CC=CC(=C12)O[C@@H](CN(C(C)=O)C)C (N-[(2R)-2-({4-[(3-chloro-4-hydroxyphenyl)amino]quinazolin-5-yl}oxy)propyl]-N-methylacetamide), FC=1C=C(CCl)C=CC1 (3-fluorobenzyl chloride). Yields the product ClC=1C=C(C=CC1OCC1=CC(=CC=C1)F)NC1=NC=NC2=CC=CC(=C12)O[C@@H](CN(C(C)=O)C)C (N-((2R)-2-{[4-({3-Chloro-4-[(3-fluorobenzyl)oxy]phenyl}amino)quinazolin-5-yl]oxy}propyl)-N-methylacetamide). Isolated yield 87.0%. RXN SMILES: [Cl:1][C:2]1[CH:3]=[C:4]([NH:9][C:10]2[C:19]3[C:14](=[CH:15][CH:16]=[CH:17][C:18]=3[O:20][C@H:21]([CH3:28])[CH2:22][N:23]([CH3:27])[C:24](=[O:26])[CH3:25])[N:13]=[CH:12][N:11]=2)[CH:5]=[CH:6][C:7]=1[OH:8].[F:29][C:30]1[CH:31]=[C:32]([CH:35]=[CH:36][CH:37]=1)[CH2:33]Cl>>[Cl:1][C:2]1[CH:3]=[C:4]([NH:9][C:10]2[C:19]3[C:14](=[CH:15][CH:16]=[CH:17][C:18]=3[O:20][C@H:21]([CH3:28])[CH2:22][N:23]([CH3:27])[C:24](=[O:26])[CH3:25])[N:13]=[CH:12][N:11]=2)[CH:5]=[CH:6][C:7]=1[O:8][CH2:33][C:32]1[CH:35]=[CH:36][CH:37]=[C:30]([F:29])[CH:31]=1. Reported procedure: The procedure described in Example 3 was repeated using N-[(2R)-2-({4-[(3-chloro-4-hydroxyphenyl)amino]quinazolin-5-yl}oxy)propyl]-N-methylacetamide (obtained as described for in Example 50, preparation of starting materials) and 3-fluorobenzyl chloride to give the title compound in 87% yield; NMR spectrum (DMSO-d6) 1.36 (d, 3H), 1.93 (s, 3H), 3.04 (s, 3H), 3.27 (1H obscured by H2O), 4.22 (dd, 1H), 5.07 (m, 1H), 5.25 (s, 2H), 7.16 (t, 1H), 7.29 (m, 5H), 7.45 (m, 1H), 7.65 (dd, 1H), 7.71 (t, 1H),... Product: C1(CC1)CN1C(=O)N(C=2N=C(NC2C1=O)N1CCOCC1)CC1CC1 (1,3-Di-cyclopropylmethyl-8-morpholino Xanthine). Procedure details: 1,3-Di-cyclopropylmethyl-8-morpholino xanthine was prepared from 1,3-di-cyclopropylmethyl-8-chloroxanthine (0.3 g, 0.001 mol) and morpholine (0.2 g, 0.0022 mol) using an analogous procedure to that described in Example 19. The title product was obtained as a crystalline solid, m.pt. >250° C., yield 0.09 g (26%). The reactants are C1(CC1)CN1C(=O)N(C=2N=C(NC2C1=O)Cl)CC1CC1 (1,3-di-cyclopropylmethyl-8-chloroxanthine), N1CCOCC1 (morpholine). Reaction SMILES: [CH:1]1([CH2:4][N:5]2[C:14](=[O:15])[C:13]3[NH:12][C:11](Cl)=[N:10][C:9]=3[N:8]([CH2:17][CH:18]3[CH2:20][CH2:19]3)[C:6]2=[O:7])[CH2:3][CH2:2]1.[NH:21]1[CH2:26][CH2:25][O:24][CH2:23][CH2:22]1>>[CH:1]1([CH2:4][N:5]2[C:14](=[O:15])[C:13]3[NH:12][C:11]([N:21]4[CH2:26][CH2:25][O:24][CH2:23][CH2:22]4)=[N:10][C:9]=3[N:8]([CH2:17][CH:18]3[CH2:20][CH2:19]3)[C:6]2=[O:7])[CH2:3][CH2:2]1. Starting materials: CO, Cl, CC(C)(C)OC(=O)NC(Cc1ccccc1C(F)(F)F)CN1C(=O)c2ccccc2C1=O, C1COCCO1. The product is NC(Cc1ccccc1C(F)(F)F)CN1C(=O)c2ccccc2C1=O. As a reaction SMILES: [CH3:34][OH:35].[ClH:33].[O:1]=[C:2]1[N:3]([CH2:12][CH:13]([CH2:14][c:15]2[c:16]([C:21]([F:22])([F:23])[F:24])[cH:17][cH:18][cH:19][cH:20]2)[NH:25][C:26](=[O:27])[O:28][C:29]([CH3:30])([CH3:31])[CH3:32])[C:4](=[O:11])[c:5]2[cH:6][cH:7][cH:8][cH:9][c:10]21.[O:36]1[CH2:37][CH2:38][O:39][CH2:40][CH2:41]1>>[O:1]=[C:2]1[N:3]([CH2:12][CH:13]([CH2:14][c:15]2[c:16]([C:21]([F:22])([F:23])[F:24])[cH:17][cH:18][cH:19][cH:20]2)[NH2:25])[C:4](=[O:11])[c:5]2[cH:6][cH:7][cH:8][cH:9][c:10]21. Starting materials: NCCN1CCC(CC1)NC1=NC2=C(N1CC1=CC=C(C=C1)F)C=CC=C2 (N-[1-(2-aminoethyl)-4-piperidinyl]-1-[(4-fluorophenyl)methyl]-1H-benzimidazol-2-amine), NC1(CN=CC=N1)C(=O)O (3-amino-3-pyrazinecarboxylic acid), C(CCC)N(CCCC)CCCC (N,N-dibutylbutanamine), [I-].ClC1=[N+](C=CC=C1)C (2-chloro-1-methylpyridinium iodide). Run in ClCCl (dichloromethane). Run at time 15 minute. Product: NC=1C(=NC=CN1)C(=O)NCCN1CCC(CC1)NC1=NC2=C(N1CC1=CC=C(C=C1)F)C=CC=C2 (3-amino-N-[2-[4-[[1-[(4-fluorophenyl)methyl]-1H-benzimidazol-2-yl]amino]-1-piperidinyl]ethyl]-2-pyrazinecarboxamide). Isolated yield 38.0%. RXN SMILES: N[C:2]1([C:8]([OH:10])=O)[N:7]=[CH:6][CH:5]=[N:4][CH2:3]1.C([N:15](CCCC)CCCC)CCC.[I-].ClC1C=CC=C[N+]=1C.[NH2:33][CH2:34][CH2:35][N:36]1[CH2:41][CH2:40][CH:39]([NH:42][C:43]2[N:47]([CH2:48][C:49]3[CH:54]=[CH:53][C:52]([F:55])=[CH:51][CH:50]=3)[C:46]3[CH:56]=[CH:57][CH:58]=[CH:59][C:45]=3[N:44]=2)[CH2:38][CH2:37]1>ClCCl>[NH2:15][C:3]1[C:2]([C:8]([NH:33][CH2:34][CH2:35][N:36]2[CH2:41][CH2:40][CH:39]([NH:42][C:43]3[N:47]([CH2:48][C:49]4[CH:54]=[CH:53][C:52]([F:55])=[CH:51][CH:50]=4)[C:46]4[CH:56]=[CH:57][CH:58]=[CH:59][C:45]=4[N:44]=3)[CH2:38][CH2:37]2)=[O:10])=[N:7][CH:6]=[CH:5][N:4]=1 |f:2.3|. Reported procedure: To a stirred mixture of 2.1 parts of 3-amino-3-pyrazinecarboxylic acid, 2.8 parts of N,N-dibutylbutanamine and 195 parts of dichloromethane were added 3.83 parts of 2-chloro-1-methylpyridinium iodide. After stirring for 15 minutes at room temperature, 5.5 parts of N-[1-(2-aminoethyl)-4-piperidinyl]-1-[(4-fluorophenyl)methyl]-1H-benzimidazol-2-amine were added and stirring was continued for one hour. The reaction mixture was washed with water, dried, filtered and evaporated. The residue was stirr... Reactants: C(C)C1=CC=C(C=C1)N=CN1C(NCC1)=N[N+](=O)[O-] (1-(4-ethylphenyliminomethyl)-2-nitroiminoimidazolidine), ClC1=NC=C(C=C1)CCl (2-chloro-5-chloromethylpyridine), C([O-])([O-])=O.[K+].[K+] (potassium carbonate), CS(=O)C (DMSO). The solvent is O (water). Reaction conditions: temperature 60 celsius, time 1 hour. The product is ClC1=NC=C(C=C1)CN1C(N(CC1)C=NC1=CC=C(C=C1)CC)=N[N+](=O)[O-] (1-(2-chloropyridin-5-ylmethyl)-2-nitroimino-3-(4-ethylphenyliminomethyl)imidazolidine). Isolated yield 45.6%. As a reaction SMILES: [CH2:1]([C:3]1[CH:8]=[CH:7][C:6]([N:9]=[CH:10][N:11]2[CH2:15][CH2:14][NH:13][C:12]2=[N:16][N+:17]([O-:19])=[O:18])=[CH:5][CH:4]=1)[CH3:2].[Cl:20][C:21]1[CH:26]=[CH:25][C:24]([CH2:27]Cl)=[CH:23][N:22]=1.C(=O)([O-])[O-].[K+].[K+].CS(C)=O>O>[Cl:20][C:21]1[CH:26]=[CH:25][C:24]([CH2:27][N:13]2[CH2:14][CH2:15][N:11]([CH:10]=[N:9][C:6]3[CH:5]=[CH:4][C:3]([CH2:1][CH3:2])=[CH:8][CH:7]=3)[C:12]2=[N:16][N+:17]([O-:19])=[O:18])=[CH:23][N:22]=1 |f:2.3.4|. Reported procedure: A mixture of 4.00 g of 1-(4-ethylphenyliminomethyl)-2-nitroiminoimidazolidine, 3.00 g of 2-chloro-5-chloromethylpyridine, 4.20 g of potassium carbonate, and 10 ml of DMSO was agitated at 60° C. for 1 hour. The reaction mixture was poured into water, extracted with ethyl acetate, washed with water, dried and evaporated to give an oily residue, followed by purification with column chromatography [silica gel, eluent: hexane-ethyl acetate (1:2)] to obtain 2.70 g of 1-(2-chloropyridin-5-ylmethyl)-2-n... Reactants: O=C([O-])[O-], CCI, [K+], [K+], CN(C)C=O, COC(=O)c1c[nH]nn1. Product: CCn1cc(C(=O)OC)nn1. RXN SMILES: [C:1](=[O:2])([O-:3])[O-:4].[CH2:7]([CH3:8])[I:9].[K+:5].[K+:6].[O:19]=[CH:20][N:21]([CH3:22])[CH3:23].[nH:10]1[n:11][n:12][c:13]([C:15](=[O:16])[O:17][CH3:18])[cH:14]1>>[CH2:7]([CH3:8])[n:10]1[n:11][n:12][c:13]([C:15](=[O:16])[O:17][CH3:18])[cH:14]1. The reactants are O=[O+][O-] (ozone), COC=1C=C(CN2C(N(C3=CC=C(C=C3C2=O)C=C)C2CCOCC2)=O)C=CC1OC (3-(3,4-dimethoxybenzyl)-6-ethenyl-1-(tetrahydro-2H-pyran-4-yl)quinazoline-2,4(1H,3H)-dione). The solvent is C(Cl)Cl (DCM). Reaction conditions: temperature -78 celsius, time 8 hour. The product is COC=1C=C(CN2C(N(C3=CC=C(C=C3C2=O)C=O)C2CCOCC2)=O)C=CC1OC (3-(3,4-dimethoxybenzyl)-2,4-dioxo-1-(tetrahydro-2H-pyran-4-yl)-1,2,3,4-tetrahydro-quinazoline-6-carbaldehyde). RXN SMILES: [O:1]=[O+][O-].[CH3:4][O:5][C:6]1[CH:7]=[C:8]([CH:30]=[CH:31][C:32]=1[O:33][CH3:34])[CH2:9][N:10]1[C:19](=[O:20])[C:18]2[C:13](=[CH:14][CH:15]=[C:16]([CH:21]=C)[CH:17]=2)[N:12]([CH:23]2[CH2:28][CH2:27][O:26][CH2:25][CH2:24]2)[C:11]1=[O:29]>C(Cl)Cl>[CH3:4][O:5][C:6]1[CH:7]=[C:8]([CH:30]=[CH:31][C:32]=1[O:33][CH3:34])[CH2:9][N:10]1[C:19](=[O:20])[C:18]2[C:13](=[CH:14][CH:15]=[C:16]([CH:21]=[O:1])[CH:17]=2)[N:12]([CH:23]2[CH2:28][CH2:27][O:26][CH2:25][CH2:24]2)[C:11]1=[O:29]. Reported procedure: A stream of ozone is passed for 10 minutes through a solution of 1.4 g of the compound obtained in Step 14.1 in 100 ml of DCM cooled to −78° C. The reaction medium is degassed with nitrogen, 40 ml of dimethyl sulfide are added and the resulting mixture is stirred overnight at room temperature. The reaction medium is evaporated under reduced pressure. The residue is chromatographed on silica gel, eluting with a DCM/EtOAc mixture from (100/0, v/v) to (60/40, v/v) to give 0.58 g of the expected pro... Reactants: COc1ccc(C(=O)N(C)C2CCN(C(=O)C3CCN(C(C)=O)CC3)CC2c2ccc(Br)cc2)cc1, OB(O)C1CC1. The product is COc1ccc(C(=O)N(C)C2CCN(C(=O)C3CCN(C(C)=O)CC3)CC2c2ccc(C3CC3)cc2)cc1. Reaction SMILES: [C:1]([CH3:2])(=[O:3])[N:4]1[CH2:5][CH2:6][CH:7]([C:10](=[O:11])[N:12]2[CH2:13][CH:14]([c:30]3[cH:31][cH:32][c:33]([Br:36])[cH:34][cH:35]3)[CH:15]([N:18]([C:19]([c:20]3[cH:21][cH:22][c:23]([O:26][CH3:27])[cH:24][cH:25]3)=[O:28])[CH3:29])[CH2:16][CH2:17]2)[CH2:8][CH2:9]1.[CH:37]1([B:40]([OH:41])[OH:42])[CH2:38][CH2:39]1>>[C:1]([CH3:2])(=[O:3])[N:4]1[CH2:5][CH2:6][CH:7]([C:10](=[O:11])[N:12]2[CH2:13][CH:14]([c:30]3[cH:31][cH:32][c:33]([CH:37]4[CH2:38][CH2:39]4)[cH:34][cH:35]3)[CH:15]([N:18]([C:19]([c:20]3[cH:21][cH:22][c:23]([O:26][CH3:27])[cH:24][cH:25]3)=[O:28])[CH3:29])[CH2:16][CH2:17]2)[CH2:8][CH2:9]1. The reactants are NC1=NNC2=C(C=C(C=C12)[N+](=O)[O-])[N+](=O)[O-] (3-amino-5,7-dinitroindazole), Cl (hydrochloric acid), CO (methyl alcohol), O (water). The reagents and catalysts are [Fe] (iron). Solvent: C(Cl)(Cl)Cl (chloroform). Conditions: temperature 70 celsius, time 1.5 hour. Product: NC1=NNC2=C(C=C(C=C12)N)N (3,5,7-triaminoindazole). Isolated yield 19.4%. Reaction SMILES: [NH2:1][C:2]1[C:10]2[C:5](=[C:6]([N+:14]([O-])=O)[CH:7]=[C:8]([N+:11]([O-])=O)[CH:9]=2)[NH:4][N:3]=1.CO.O.Cl>[Fe].C(Cl)(Cl)Cl>[NH2:1][C:2]1[C:10]2[C:5](=[C:6]([NH2:14])[CH:7]=[C:8]([NH2:11])[CH:9]=2)[NH:4][N:3]=1. Reported procedure: A mixture consisting of 6 g of the 3-amino-5,7-dinitroindazole, 18 g of iron powder, 60 ml of methyl alcohol, 30 ml of water and 3 ml of hydrochloric acid was stirred for 1.5 hours at 70° C. After cooling the reaction mixture, the mixture was filtered. The pH of the filtrate was adjusted to 11 with a potassium carbonate solution, and the filtrate was extracted three times with 50 ml of ethyl acetate. The ethyl acetate layer was washed with water and dried over anhydrous sodium sulfate, and ethyl...